Dataset: the Open Reaction Database (ORD), a public repository of structured organic reaction records. Task: describe an organic reaction: reactants, conditions, products, and yield Reactants: C1(CC1)COC1=C(C=C(C(=C1)OC)F)C=1C2=C(N=CN1)C(=C(N2COCC[Si](C)(C)C)C)C(=O)O (4-[2-(cyclopropylmethoxy)-5-fluoro-4-methoxyphenyl]-6-methyl-5-{[2-(trimethylsilyl)ethoxy]methyl}-5H-pyrrolo[3,2-d]pyrimidine-7-carboxylic acid), N[C@H]1[C@@H](CN(CC1)C(=O)OC(C)(C)C)O (tert-Butyl(3R*,4R*)-4-amino-3-hydroxy-piperidine-1-carboxylate). Yields the product C1(CC1)COC1=C(C=C(C(=C1)OC)F)C=1C2=C(N=CN1)C(=C(N2COCC[Si](C)(C)C)C)C(=O)N[C@H]2[C@@H](CN(CC2)C(=O)OC(C)(C)C)O (tert-Butyl(3R*,4R*)-4-{[(4-[2-(cyclopropylmethoxy)-5-fluoro-4-methoxyphenyl]-6-methyl-5-{[2-(trimethylsilyl)ethoxy]methyl}-5H-pyrrolo[3,2-d]pyrimidin-7-yl)carbonyl]amino}-3-hydroxypiperidine-1-carboxylate). As a reaction SMILES: [CH:1]1([CH2:4][O:5][C:6]2[CH:11]=[C:10]([O:12][CH3:13])[C:9]([F:14])=[CH:8][C:7]=2[C:15]2[C:16]3[N:23]([CH2:24][O:25][CH2:26][CH2:27][Si:28]([CH3:31])([CH3:30])[CH3:29])[C:22]([CH3:32])=[C:21]([C:33]([OH:35])=O)[C:17]=3[N:18]=[CH:19][N:20]=2)[CH2:3][CH2:2]1.[NH2:36][C@@H:37]1[CH2:42][CH2:41][N:40]([C:43]([O:45][C:46]([CH3:49])([CH3:48])[CH3:47])=[O:44])[CH2:39][C@H:38]1[OH:50]>>[CH:1]1([CH2:4][O:5][C:6]2[CH:11]=[C:10]([O:12][CH3:13])[C:9]([F:14])=[CH:8][C:7]=2[C:15]2[C:16]3[N:23]([CH2:24][O:25][CH2:26][CH2:27][Si:28]([CH3:29])([CH3:30])[CH3:31])[C:22]([CH3:32])=[C:21]([C:33]([NH:36][C@@H:37]4[CH2:42][CH2:41][N:40]([C:43]([O:45][C:46]([CH3:48])([CH3:47])[CH3:49])=[O:44])[CH2:39][C@H:38]4[OH:50])=[O:35])[C:17]=3[N:18]=[CH:19][N:20]=2)[CH2:2][CH2:3]1. Procedure: Starting from 4-[2-(cyclopropylmethoxy)-5-fluoro-4-methoxyphenyl]-6-methyl-5-{[2-(trimethylsilyl)ethoxy]methyl}-5H-pyrrolo[3,2-d]pyrimidine-7-carboxylic acid (example D.c12) and tert-butyl(3R*,4R*)-4-amino-3-hydroxy-piperidine-1-carboxylate (Example C2) the title compound is obtained as pale yellow foam. Run in C1CCOC1 (THF), C1CCOC1 (THF). Run at temperature 0 celsius, time 8 hour. Procedure: Lithium aluminium hydride (1 M in THF; 22 mL, 22 mmol) was added dropwise to a stirred solution of rac-2-amino-2-(3-bromo-phenyl)-propionic acid methyl ester (7.5 g, 29.1 mmol) in THF (200 mL) at −15° C. The mixture was left warming up slowly to 0° C. during 1 hour. Then more THF (150 mL) was added and sat. Na2SO4 was added dropwise until no more hydrogen was formed. Then anhydrous Na2SO4 was added and left stirring overnight at room temperature. The mixture was filtered over diatomaceous earth,... Reactants: [O-]S(=O)(=O)[O-].[Na+].[Na+] (Na2SO4), [H-].[Al+3].[Li+].[H-].[H-].[H-] (Lithium aluminium hydride), COC(C(C)(C1=CC(=CC=C1)Br)N)=O (rac-2-amino-2-(3-bromo-phenyl)-propionic acid methyl ester), [O-]S(=O)(=O)[O-].[Na+].[Na+] (Na2SO4), [H][H] (hydrogen). RXN SMILES: [H-].[Al+3].[Li+].[H-].[H-].[H-].C[O:8][C:9](=O)[C:10]([NH2:19])([C:12]1[CH:17]=[CH:16][CH:15]=[C:14]([Br:18])[CH:13]=1)[CH3:11].[O-]S([O-])(=O)=O.[Na+].[Na+].[H][H]>C1COCC1>[NH2:19][C:10]([C:12]1[CH:17]=[CH:16][CH:15]=[C:14]([Br:18])[CH:13]=1)([CH3:11])[CH2:9][OH:8] |f:0.1.2.3.4.5,7.8.9|. The product is NC(CO)(C)C1=CC(=CC=C1)Br (rac-2-amino-2-(3-bromo-phenyl)-propan-1-ol). Yield: 85.1%. Starting materials: FC=1C=C(C=CC1)[C@@H]1N(C[C@@H](C1)O)C(=O)OC(C)(C)C ((2R,4R)-tert-butyl 2-(3-fluorophenyl)-4-hydroxypyrrolidine-1-carboxylate), C(=O)(C(F)(F)F)O (TFA). Solvent: C(Cl)Cl (DCM). Reaction conditions: time 2 hour. The product is FC=1C=C(C=CC1)[C@H]1C[C@H](CN1)O ((3R,5R)-5-(3-fluorophenyl)pyrrolidin-3-ol). RXN SMILES: [F:1][C:2]1[CH:3]=[C:4]([C@H:8]2[CH2:12][C@@H:11]([OH:13])[CH2:10][N:9]2C(OC(C)(C)C)=O)[CH:5]=[CH:6][CH:7]=1.C(O)(C(F)(F)F)=O>C(Cl)Cl>[F:1][C:2]1[CH:3]=[C:4]([C@@H:8]2[NH:9][CH2:10][C@H:11]([OH:13])[CH2:12]2)[CH:5]=[CH:6][CH:7]=1. Procedure: To a solution of (2R,4R)-tert-butyl 2-(3-fluorophenyl)-4-hydroxypyrrolidine-1-carboxylate (I-4) (890 mg, 3.14 mmol) in DCM (5 mL) at room temperature was added TFA (5 mL). The mixture was stirred at room temperature for 2 hours then concentrated to dryness. The crude was diluted with EtOAc, washed with aqueous NaHCO3 and brine, dried over sodium sulfate, filtered and concentrated to yield (3R,5R)-5-(3-fluorophenyl)pyrrolidin-3-ol (I-32), which was used without purification. Starting materials: COC=1C=C(C=CC1)C(=O)C1=NNC2=C(C=CC=C12)C(F)(F)F ([3-(methoxy)phenyl](7-trifluoromethyl-1H-indazol-3-yl)methanone), [H-].[Na+] (sodium hydride), ICCC (1-iodopropane). The solvent is CN(C)C=O (DMF). Conditions: temperature 50 celsius, time 24 hour. Product: COC=1C=C(C=CC1)C(=O)C1=NN(C2=C(C=CC=C12)C(F)(F)F)CCC ((3-methoxyphenyl)[1-propyl-7-(trifluoromethyl)-1H-indazol-3-yl]methanone). Isolated yield 85.1%. Reaction SMILES: [CH3:1][O:2][C:3]1[CH:4]=[C:5]([C:9]([C:11]2[C:19]3[C:14](=[C:15]([C:20]([F:23])([F:22])[F:21])[CH:16]=[CH:17][CH:18]=3)[NH:13][N:12]=2)=[O:10])[CH:6]=[CH:7][CH:8]=1.[H-].[Na+].I[CH2:27][CH2:28][CH3:29]>CN(C=O)C>[CH3:1][O:2][C:3]1[CH:4]=[C:5]([C:9]([C:11]2[C:19]3[C:14](=[C:15]([C:20]([F:23])([F:21])[F:22])[CH:16]=[CH:17][CH:18]=3)[N:13]([CH2:27][CH2:28][CH3:29])[N:12]=2)=[O:10])[CH:6]=[CH:7][CH:8]=1 |f:1.2|. Procedure: To a solution of [3-(methoxy)phenyl](7-trifluoromethyl-1H-indazol-3-yl)methanone (0.27 g, 0.85 mmol) in 5 mL DMF was added in one portion sodium hydride (0.034 g, 0.85 mmol, 60% in oil). After the gas evolution ceased, 1-iodopropane (0.097 mL, 1.0 mmol) was added and the reaction was stirred at ambient to 50° C. for 24 hours. The cool reaction mixture was partitioned with EtOAc and 1 N HCl. The organic phase was washed with brine and dried (Na2SO4). Removal of the solvent in vacuo afforded the c... Procedure: An ambient solution of EXAMPLE 14B (182 mg), benzo[d]thiazol-2-amine (71.1 mg), 1-ethyl-3-[3-(dimethylamino)propyl]-carbodiimide hydrochloride (113 mg), 1-hydroxybenzotriazole hydrate (91 mg), and N-methylmorpholine (0.065 mL) was stirred overnight. An additional 1 equivalent each of 1-ethyl-3-[3-(dimethylamino)propyl]-carbodiimide hydrochloride, N-methylmorpholine, 1-hydroxybenzotriazole hydrate, and 2-aminobenzothiazole were added, and the reaction was heated to 40° C. for 4 hours. The reactio... Product: S1C(=NC2=C1C=CC=C2)NC(=O)C=2C=CC=C1C(CN(CC21)C2=CC=C(C(=N2)C(=O)OC(C)(C)C)Br)(C)C (tert-butyl 6-(8-(benzo[d]thiazol-2-ylcarbamoyl)-4,4-dimethyl-3,4-dihydroisoquinolin-2(1H)-yl)-3-bromopicolinate). Reaction conditions: temperature 40 celsius. Starting materials: BrC=1C=CC(=NC1C(=O)OC(C)(C)C)N1CC2=C(C=CC=C2C(C1)(C)C)C(=O)O (2-(5-bromo-6-(tert-butoxycarbonyl)pyridin-2-yl)-4,4-dimethyl-1,2,3,4-tetrahydroisoquinoline-8-carboxylic acid), S1C(=NC2=C1C=CC=C2)N (benzo[d]thiazol-2-amine), Cl.C(C)N=C=NCCCN(C)C (1-ethyl-3-[3-(dimethylamino)propyl]-carbodiimide hydrochloride), O.ON1N=NC2=C1C=CC=C2 (1-hydroxybenzotriazole hydrate), CN1CCOCC1 (N-methylmorpholine), Cl.C(C)N=C=NCCCN(C)C (1-ethyl-3-[3-(dimethylamino)propyl]-carbodiimide hydrochloride), CN1CCOCC1 (N-methylmorpholine), O.ON1N=NC2=C1C=CC=C2 (1-hydroxybenzotriazole hydrate), NC=1SC2=C(N1)C=CC=C2 (2-aminobenzothiazole). Reaction SMILES: [Br:1][C:2]1[CH:3]=[CH:4][C:5]([N:15]2[CH2:24][C:23]([CH3:26])([CH3:25])[C:22]3[C:17](=[C:18]([C:27](O)=[O:28])[CH:19]=[CH:20][CH:21]=3)[CH2:16]2)=[N:6][C:7]=1[C:8]([O:10][C:11]([CH3:14])([CH3:13])[CH3:12])=[O:9].[S:30]1[C:34]2[CH:35]=[CH:36][CH:37]=[CH:38][C:33]=2[N:32]=[C:31]1[NH2:39].Cl.C(N=C=NCCCN(C)C)C.O.ON1C2C=CC=CC=2N=N1.CN1CCOCC1>>[S:30]1[C:34]2[CH:35]=[CH:36][CH:37]=[CH:38][C:33]=2[N:32]=[C:31]1[NH:39][C:27]([C:18]1[CH:19]=[CH:20][CH:21]=[C:22]2[C:17]=1[CH2:16][N:15]([C:5]1[N:6]=[C:7]([C:8]([O:10][C:11]([CH3:12])([CH3:14])[CH3:13])=[O:9])[C:2]([Br:1])=[CH:3][CH:4]=1)[CH2:24][C:23]2([CH3:25])[CH3:26])=[O:28] |f:2.3,4.5|. The reactants are [OH-].[Na+] (NaOH), C(C=1C(N)=CC=CC1)#N (Anthranilonitrile), S1CC(CC1)=O (tetrahydrothiophen-3-one), ClCCCl (1,2-dichloroethane). The reagents and catalysts are [Cl-].[Cl-].[Zn+2] (ZnCl2). Run in CC(CC)=O (2-butanone). Conditions: time 2 hour. Yields the product NC1=C2C(=NC=3C=CC=CC13)CSC2 (9-Amino-1,3-dihydrothieno[3,4-b]quinoline). Isolated yield 14.5%. As a reaction SMILES: [C:1](#[N:9])[C:2]1[C:3](=[CH:5][CH:6]=[CH:7][CH:8]=1)[NH2:4].[S:10]1[CH2:14][CH2:13][C:12](=O)[CH2:11]1.ClCCCl.[OH-].[Na+]>[Cl-].[Cl-].[Zn+2].CC(=O)CC>[NH2:9][C:1]1[C:2]2[CH:8]=[CH:7][CH:6]=[CH:5][C:3]=2[N:4]=[C:12]2[CH2:11][S:10][CH2:14][C:13]=12 |f:3.4,5.6.7|. Procedure: Anthranilonitrile (4.80 g) and tetrahydrothiophen-3-one (8.17 g) were stirred until a homogeneous mixture was obtained and then fresly fused ZnCl2 (8.0 g) was added and the reaction mixture heated at 120°. After 2 hours, 30 ml of 1,2-dichloroethane was added and the reaction mixture refluxed for an additional 2 hours. At the end of this time the reaction mixture was distributed between 10% NaOH solution and 2-butanone, after which the organic phase was separated, dried, concentrated and purified...